Dataset: the Open Reaction Database (ORD), a public repository of structured organic reaction records. Task: describe an organic reaction: reactants, conditions, products, and yield Starting materials: B(O)O (boronic acid), BrC1=C(C=O)C=CC=N1 (2-bromonicotinaldehyde), FC(OC=1C=C(C=CC1)B(O)O)(F)F ((3-(trifluoromethoxy)phenyl)boronic acid). Product: FC(OC=1C=C(C=CC1)C1=C(C=O)C=CC=N1)(F)F (2-(3-(trifluoromethoxy)phenyl)nicotinaldehyde). Reaction SMILES: B(O)O.Br[C:5]1[N:12]=[CH:11][CH:10]=[CH:9][C:6]=1[CH:7]=[O:8].[F:13][C:14]([F:26])([F:25])[O:15][C:16]1[CH:17]=[C:18](B(O)O)[CH:19]=[CH:20][CH:21]=1>>[F:13][C:14]([F:25])([F:26])[O:15][C:16]1[CH:21]=[C:20]([C:5]2[N:12]=[CH:11][CH:10]=[CH:9][C:6]=2[CH:7]=[O:8])[CH:19]=[CH:18][CH:17]=1. Procedure: 2-(3-(trifluoromethoxy)phenyl)nicotinaldehyde was prepared using the general boronic acid coupling procedure with 2-bromonicotinaldehyde and (3-(trifluoromethoxy)phenyl)boronic acid (101 mg, 144 mg theoretical, 70.1%). LC-MS m/z 268 (M+1).